This data is from the Open Reaction Database (ORD), a public repository of structured organic reaction records. The task is: describe an organic reaction: reactants, conditions, products, and yield Starting materials: C(=O)(O)[O-].[Na+] (NaHCO3), [Li]CCCC (n-BuLi), ClC1=CC=NC=C1 (4-chloropyridine), [Li+].CC(C)[N-]C(C)C (LDA), C(C)(C)NC(C)C (diisopropyl amine), CN(C)C=O (DMF). Solvent: C1CCOC1 (THF), C1CCOC1 (THF). Run at time 20 minute. Product: t-butyl methyl ether hexanes, ClC1=C(C=NC=C1)C=O (4-Chloro-3-formyl-pyridine). RXN SMILES: [Li+].CC([N-]C(C)C)C.C(NC(C)C)(C)C.[Li]CCCC.[Cl:21][C:22]1[CH:27]=[CH:26][N:25]=[CH:24][CH:23]=1.CN([CH:31]=[O:32])C.C([O-])(O)=O.[Na+]>C1COCC1>[Cl:21][C:22]1[CH:27]=[CH:26][N:25]=[CH:24][C:23]=1[CH:31]=[O:32] |f:0.1,6.7|. Procedure: In a flame-dried 3-necked 100 ml r.b. flask fitted with internal thermometer was prepared LDA at -78° using diisopropyl amine (2.8 ml, 19.9 mmol) and 2.5 M n-BuLi (8.32 ml, 20.8 mmol) in dry THF (15 ml). After stirring for 20 min, 4-chloropyridine (2.26 g, 19.9 mmol) in THF (5 ml) was added via a syringe pump at 0.15 ml/min over about 30 min. The mixture was stirred for 1 h, then dry DMF (4.8 ml, 62 mmol) was added via a syringe pump so that the temperature remained at -78°. After complete addit... Reactants: BrC=1C=C(C=CC1)C1OCCO1 (2-(3-bromophenyl)-1,3-dioxolane), FC(C=1C=C(C=O)C=CC1)(F)F (3-(trifluoromethyl)-benzaldehyde), BrC=1C=C(C=CC1)C1OCCO1 (2-(3-bromophenyl)-1,3-dioxolane), [Mg] (magnesium), [NH4+].[Cl-] (NH4Cl). Solvent: C1CCOC1 (THF), C1CCOC1 (THF), C1CCOC1 (THF). Run at time 6 hour. Yields the product O1C(OCC1)C=1C=C(C=CC1)C(O)C1=CC(=CC=C1)C(F)(F)F ((3-(1,3-dioxolan-2-yl)phenyl)[3-(trifluoromethyl)phenyl]-methan-1-ol). As a reaction SMILES: Br[C:2]1[CH:3]=[C:4]([CH:8]2[O:12][CH2:11][CH2:10][O:9]2)[CH:5]=[CH:6][CH:7]=1.[Mg].[F:14][C:15]([F:25])([F:24])[C:16]1[CH:17]=[C:18]([CH:21]=[CH:22][CH:23]=1)[CH:19]=[O:20].[NH4+].[Cl-]>C1COCC1>[O:9]1[CH2:10][CH2:11][O:12][CH:8]1[C:4]1[CH:3]=[C:2]([CH:19]([C:18]2[CH:21]=[CH:22][CH:23]=[C:16]([C:15]([F:14])([F:24])[F:25])[CH:17]=2)[OH:20])[CH:7]=[CH:6][CH:5]=1 |f:3.4|. Reported procedure: A 1.0 mL aliquot of 2-(3-bromophenyl)-1,3-dioxolane is added into magnesium (610 mg; 25 mmol) and THF (5 mL) under Argon. After the reaction is started, the residue of 2-(3-bromophenyl)-1,3-dioxolane (total: 5.73 g; 25 mmol) in THF (20 mL) is added dropwise into the reaction mixture. The resulting solution is stirred at room temp for six hours, and then at 50-60° C. for 20 hours. After the mixture is cooled, a solution of 3-(trifluoromethyl)-benzaldehyde (4.35 g; 25 mmol) in THF (20 mL) is added... The reactants are CCc1c(O)ccc(C(C)=O)c1O, N#Cc1cncc(Sc2ccc(CO)cc2)c1. Product: CCc1c(OCc2ccc(Sc3cncc(C#N)c3)cc2)ccc(C(C)=O)c1O. RXN SMILES: [CH2:18]([CH3:19])[c:20]1[c:21]([OH:30])[c:22]([C:27]([CH3:28])=[O:29])[cH:23][cH:24][c:25]1[OH:26].[OH:1][CH2:2][c:3]1[cH:4][cH:5][c:6]([S:9][c:10]2[cH:11][n:12][cH:13][c:14]([C:15]#[N:16])[cH:17]2)[cH:7][cH:8]1>>[O:1]([CH2:2][c:3]1[cH:4][cH:5][c:6]([S:9][c:10]2[cH:11][n:12][cH:13][c:14]([C:15]#[N:16])[cH:17]2)[cH:7][cH:8]1)[c:25]1[c:20]([CH2:18][CH3:19])[c:21]([OH:30])[c:22]([C:27]([CH3:28])=[O:29])[cH:23][cH:24]1. Reactants: N#CC(C(=O)O)c1ccccc1, C(=NC1CCCCC1)=NC1CCCCC1, ClCCl, Oc1c(F)c(F)c(F)c(F)c1F. Product: N#CC(C(=O)Oc1c(F)c(F)c(F)c(F)c1F)c1ccccc1. As a reaction SMILES: [C:1](#[N:2])[CH:3]([C:4](=[O:5])[OH:6])[c:7]1[cH:8][cH:9][cH:10][cH:11][cH:12]1.[CH:13]1([N:14]=[C:15]=[N:16][CH:17]2[CH2:18][CH2:19][CH2:20][CH2:21][CH2:22]2)[CH2:23][CH2:24][CH2:25][CH2:26][CH2:27]1.[Cl:40][CH2:41][Cl:42].[F:28][c:29]1[c:30]([F:39])[c:31]([F:38])[c:32]([F:37])[c:33]([F:36])[c:34]1[OH:35]>>[C:1](#[N:2])[CH:3]([C:4]([O:5][c:34]1[c:29]([F:28])[c:30]([F:39])[c:31]([F:38])[c:32]([F:37])[c:33]1[F:36])=[O:6])[c:7]1[cH:8][cH:9][cH:10][cH:11][cH:12]1. The product is ClC=1C=CC2=C(C(C3=C(C=C2Br)C=CC=C3)O)C1 (3-chloro-11-bromo-5H-dibenzo[a,d]cyclohepten-5-ol). Starting materials: [BH4-].[Na+] (sodium borohydride), ClC=1C=CC2=C(C(C3=C(C=C2Br)C=CC=C3)=O)C1 (3-chloro-11-bromo-5H-dibenzo[a,d]cyclohepten-5-one). As a reaction SMILES: [BH4-].[Na+].[Cl:3][C:4]1[CH:5]=[CH:6][C:7]2[C:13]([Br:14])=[CH:12][C:11]3[CH:15]=[CH:16][CH:17]=[CH:18][C:10]=3[C:9](=[O:19])[C:8]=2[CH:20]=1>O.CO>[Cl:3][C:4]1[CH:5]=[CH:6][C:7]2[C:13]([Br:14])=[CH:12][C:11]3[CH:15]=[CH:16][CH:17]=[CH:18][C:10]=3[CH:9]([OH:19])[C:8]=2[CH:20]=1 |f:0.1|. Procedure details: In a similar manner, a solution of 1.7 grams of sodium borohydride in 20 milliliters of water was added dropwise to a solution of 3-chloro-11-bromo-5H-dibenzo[a,d]cyclohepten-5-one in 100 milliliters of boiling methanol and the resulting mixture refluxed for 1.5 hours to obtain a 3-chloro-11-bromo-5H-dibenzo[a,d]cyclohepten-5-ol intermediate which was recovered by evaporating the mixture to dryness in vacuo, then washing with water, filtering and drying under reduced pressure at about 60° C. Solvent: O (water), CO (methanol). Reactants: ClC1=CC=2N(C(=N1)SC)N=C(N2)CC (7-Chloro-2-ethyl-5-(methylsulphanyl)[1,2,4]triazolo[1,5-c]pyrimidine), [OH-].[K+] (potassium hydroxide). Yields the product ClC1=CC=2N(C(=N1)O)N=C(N2)CC (7-Chloro-2-ethyl[1,2,4]triazolo[1,5-c]pyrimidin-5-ol). RXN SMILES: [Cl:1][C:2]1[N:7]=[C:6](SC)[N:5]2[N:10]=[C:11]([CH2:13][CH3:14])[N:12]=[C:4]2[CH:3]=1.[OH-:15].[K+]>>[Cl:1][C:2]1[N:7]=[C:6]([OH:15])[N:5]2[N:10]=[C:11]([CH2:13][CH3:14])[N:12]=[C:4]2[CH:3]=1 |f:1.2|. Reported procedure: In analogy to Example 33A, 242 mg (99% of theory) of the product are obtained from 280 mg (1.22 mmol) of 7-chloro-2-ethyl-5-(methylsulphanyl) [1,2,4]triazolo[1,5-c]pyrimidine (Example 101A) by heating in methanolic potassium hydroxide solution. Reactants: COC=1C=C(C=CC1)[C@@H]1[C@H](NC(O1)=O)C1=CC(=CC=C1)C#CC1=CC=CC=C1 ((+)-(4R,5R)-5-(3-methoxyphenyl)-4-(3-(phenylethynyl)phenyl)oxazolidin-2-one), BrC1=NC=CC(=C1)[C@H]1NC(O[C@@H]1C1=CC=CC=C1)=O ((4R,5R)-4-(2-bromopyridin-4-yl)-5-phenyloxazolidin-2-one), C1(=CC=CC=C1)C#C (phenylacetylene). The product is C1(=CC=CC=C1)[C@@H]1[C@H](NC(O1)=O)C1=CC(=NC=C1)C#CC1=CC=CC=C1 ((4R,5R)-5-Phenyl-4-(2-(phenylethynyl)pyridin-4-yl)oxazolidin-2-one). As a reaction SMILES: CO[C:3]1[CH:4]=[C:5]([C@H:9]2[O:13][C:12](=[O:14])[NH:11][C@@H:10]2[C:15]2[CH:20]=[CH:19]C=[C:17]([C:21]#[C:22][C:23]3[CH:28]=[CH:27][CH:26]=[CH:25][CH:24]=3)[CH:16]=2)[CH:6]=[CH:7][CH:8]=1.BrC1C=C([C@@H]2[C@@H](C3C=CC=CC=3)OC(=O)N2)C=C[N:31]=1.C1(C#C)C=CC=CC=1>>[C:5]1([C@H:9]2[O:13][C:12](=[O:14])[NH:11][C@@H:10]2[C:15]2[CH:20]=[CH:19][N:31]=[C:17]([C:21]#[C:22][C:23]3[CH:28]=[CH:27][CH:26]=[CH:25][CH:24]=3)[CH:16]=2)[CH:4]=[CH:3][CH:8]=[CH:7][CH:6]=1. Procedure details: Prepared according to the same procedure as (+)-(4R,5R)-5-(3-methoxyphenyl)-4-(3-(phenylethynyl)phenyl)oxazolidin-2-one, starting with (4R,5R)-4-(2-bromopyridin-4-yl)-5-phenyloxazolidin-2-one and phenylacetylene. 1H-NMR (CDCl3, 500 MHz) δ 8.64 (d, J=4.9, 1H), 7.60 (m, 2H), 7.50 (m, 1H), 7.45 (m, 3H), 7.40 (m, 3H), 7.34 (m, 2H), 7.17 (dd, J=5.2, 1.5, 1H), 6.73 (bs, 1H), 5.25 (d, J=7.3, 1H), 4.82 (d, J=7.3, 1H). 13C-NMR (CDCl3, 126 MHz) δ 158.8, 151.0, 148.1, 144.6, 136.7, 132.2, 129.7, 129.4, 129...